This data is from the Open Reaction Database (ORD), a public repository of structured organic reaction records. The task is: describe an organic reaction: reactants, conditions, products, and yield Reactants: C(CCCCCCCCCCCCCCC)OC1=CC2=C(N=C(O2)C)C=C1 (6-hexadecyloxy-2-methylbenzoxazole), C(C)O (ethanol), Cl (hydrochloric acid). The solvent is O (water). Reaction conditions: time 4 hour. Product: C(C)(=O)NC1=C(C=C(C=C1)OCCCCCCCCCCCCCCCC)O (2-acetylamino-5-hexadecyloxyphenol). RXN SMILES: [CH2:1]([O:17][C:18]1[CH:27]=[CH:26][C:21]2[N:22]=[C:23]([CH3:25])[O:24][C:20]=2[CH:19]=1)[CH2:2][CH2:3][CH2:4][CH2:5][CH2:6][CH2:7][CH2:8][CH2:9][CH2:10][CH2:11][CH2:12][CH2:13][CH2:14][CH2:15][CH3:16].C([OH:30])C.Cl>O>[C:23]([NH:22][C:21]1[CH:26]=[CH:27][C:18]([O:17][CH2:1][CH2:2][CH2:3][CH2:4][CH2:5][CH2:6][CH2:7][CH2:8][CH2:9][CH2:10][CH2:11][CH2:12][CH2:13][CH2:14][CH2:15][CH3:16])=[CH:19][C:20]=1[OH:24])(=[O:30])[CH3:25]. Procedure details: A mixture of 111 g of 6-hexadecyloxy-2-methylbenzoxazole, 1,300 ml of ethanol, 110 ml of 33% hydrochloric acid and 550 ml of water was stirred at 55°-60° C. for 4 hours. The reaction solution was cooled to precipitate crystals, and the crystals were collected by filtration. 113 g of 2-acetylamino-5-hexadecyloxyphenol was obtained. Reactants: COC(=O)C1CC(S(=O)(=O)c2ccccc2C(F)(F)F)CN1C(=O)CC(=O)C1CC1, COc1ccc(P2(=S)SP(=S)(c3ccc(OC)cc3)S2)cc1. The product is COC(=O)C1CC(S(=O)(=O)c2ccccc2C(F)(F)F)CN1C(=S)CC(=O)C1CC1. As a reaction SMILES: [CH3:1][O:2][C:3](=[O:4])[CH:5]1[N:6]([C:23]([CH2:24][C:25](=[O:26])[CH:27]2[CH2:28][CH2:29]2)=[O:30])[CH2:7][CH:8]([S:10](=[O:11])(=[O:12])[c:13]2[c:14]([C:19]([F:20])([F:21])[F:22])[cH:15][cH:16][cH:17][cH:18]2)[CH2:9]1.[CH3:31][O:32][c:33]1[cH:34][cH:35][c:36]([P:37]2(=[S:40])[S:38][P:39]([c:41]3[cH:42][cH:43][c:44]([O:45][CH3:46])[cH:47][cH:48]3)(=[S:49])[S:50]2)[cH:51][cH:52]1>>[CH3:1][O:2][C:3](=[O:4])[CH:5]1[N:6]([C:23]([CH2:24][C:25](=[O:26])[CH:27]2[CH2:28][CH2:29]2)=[S:40])[CH2:7][CH:8]([S:10](=[O:11])(=[O:12])[c:13]2[c:14]([C:19]([F:20])([F:21])[F:22])[cH:15][cH:16][cH:17][cH:18]2)[CH2:9]1.